This data is from the Open Reaction Database (ORD), a public repository of structured organic reaction records. The task is: describe an organic reaction: reactants, conditions, products, and yield The reactants are CN(/C=C/C(=O)C1=NN(C=CC1=O)C1=CC=C(C=C1)C(F)(F)F)C (3-((E)-3-Dimethylamino-acryloyl)-1-(4-trifluoromethyl-phenyl)-1H-pyridazin-4-one), FC1=C(C=CC=C1)NN (2-fluoro-phenylhydrazine). Product: FC1=C(C=CC=C1)N1N=CC=C1C1=NN(C=CC1=O)C1=CC=C(C=C1)C(F)(F)F (3-[2-(2-Fluoro-phenyl)-2H-pyrazol-3-yl]-1-(4-trifluoromethyl-phenyl)-1H-pyridazin-4-one). As a reaction SMILES: CN(C)/[CH:3]=[CH:4]/[C:5]([C:7]1[C:12](=[O:13])[CH:11]=[CH:10][N:9]([C:14]2[CH:19]=[CH:18][C:17]([C:20]([F:23])([F:22])[F:21])=[CH:16][CH:15]=2)[N:8]=1)=O.[F:25][C:26]1[CH:31]=[CH:30][CH:29]=[CH:28][C:27]=1[NH:32][NH2:33]>>[F:25][C:26]1[CH:31]=[CH:30][CH:29]=[CH:28][C:27]=1[N:32]1[C:5]([C:7]2[C:12](=[O:13])[CH:11]=[CH:10][N:9]([C:14]3[CH:19]=[CH:18][C:17]([C:20]([F:22])([F:21])[F:23])=[CH:16][CH:15]=3)[N:8]=2)=[CH:4][CH:3]=[N:33]1. Reported procedure: The product was obtained starting from 3-((E)-3-Dimethylamino-acryloyl)-1-(4-trifluoromethyl-phenyl)-1H-pyridazin-4-one (A-22) and 2-fluoro-phenylhydrazine according to the method described for example 1. MS: M=401.1 (M+H)+ Reactants: C(C)(C)(C)OC(=O)N1CCC(CC1)OCC1=NOC(=N1)C1=CC(=NC=C1)C#N (4-[5-(2-cyanopyridin-4-yl)[1,2,4]oxadiazol-3-ylmethoxy]piperidine-1-carboxylic acid tert-butyl ester), C[Si](C)(C)I (trimethylsilyl iodide), S(=S)(=O)([O-])[O-].[Na+].[Na+] (sodium thiosulphate), CO (MeOH). The solvent is C(Cl)(Cl)Cl (chloroform). Reaction conditions: time 10 minute. Product: N1CCC(CC1)OCC1=NOC(=N1)C1=CC(=NC=C1)C#N (4-[3-(Piperidin-4-yloxymethyl)-[1,2,4]oxadiazol-5-yl]pyridine-2-carbonitrile). As a reaction SMILES: C(OC([N:8]1[CH2:13][CH2:12][CH:11]([O:14][CH2:15][C:16]2[N:20]=[C:19]([C:21]3[CH:26]=[CH:25][N:24]=[C:23]([C:27]#[N:28])[CH:22]=3)[O:18][N:17]=2)[CH2:10][CH2:9]1)=O)(C)(C)C.C[Si](I)(C)C.CO.S([O-])([O-])(=O)=S.[Na+].[Na+]>C(Cl)(Cl)Cl>[NH:8]1[CH2:13][CH2:12][CH:11]([O:14][CH2:15][C:16]2[N:20]=[C:19]([C:21]3[CH:26]=[CH:25][N:24]=[C:23]([C:27]#[N:28])[CH:22]=3)[O:18][N:17]=2)[CH2:10][CH2:9]1 |f:3.4.5|. Procedure details: To a stirred solution of 4-[5-(2-cyanopyridin-4-yl)[1,2,4]oxadiazol-3-ylmethoxy]piperidine-1-carboxylic acid tert-butyl ester (Example 42, 2.0 g, 5.2 mmol) in chloroform (100 ml) under argon, was added trimethylsilyl iodide (2.95 ml, 20.8 mmol) and the reaction mixture stirred for 1 h MeOH was added until a solution formed then sodium thiosulphate (6.6 g, 41.5 mmol) was added and the reaction mixture stirred vigorously for 10 min. The solids were removed by filtration and the filtrate adsorbed o... The reactants are C[O-].[Na+] (sodium methylate), ClC1=CC=C(C=C1)S (4-chlorothiophenol), BrC1C(=O)NCCCC1 (α-bromocaprolactam). Run in CO (methanol). Conditions: time 3 hour. The product is ClC1=CC=C(C=C1)SC1C(NCCCC1)=O (3-[(4-chlorophenyl)thio]-azacycloheptan-2-one). RXN SMILES: C[O-].[Na+].[Cl:4][C:5]1[CH:10]=[CH:9][C:8]([SH:11])=[CH:7][CH:6]=1.Br[CH:13]1[CH2:20][CH2:19][CH2:18][CH2:17][NH:16][C:14]1=[O:15]>CO>[Cl:4][C:5]1[CH:10]=[CH:9][C:8]([S:11][CH:13]2[CH2:20][CH2:19][CH2:18][CH2:17][NH:16][C:14]2=[O:15])=[CH:7][CH:6]=1 |f:0.1|. Procedure: 54 g (1.0 mol) of sodium methylate and 144.6 g (1.0 mol) of 4-chlorothiophenol are initially introduced into 500 mL of methanol, and a methanolic solution of 192 g (1.0 mol) of α-bromocaprolactam is added dropwise at room temperature. After the exothermic reaction has ceased, the mixture is stirred for a further 3 hours at room temperature, the precipitated sodium bromide is then filtered off under suction and the mother liquor is evaporated down in vacuo. The precipitated crystals are filtered ...